Dataset: the Open Reaction Database (ORD), a public repository of structured organic reaction records. Task: describe an organic reaction: reactants, conditions, products, and yield Starting materials: CC(C)(C)OC(=O)NC1CCC(O)CC1, CS(=O)(=O)Cl, ClCCl, c1ccncc1. Reaction SMILES: [C:1]([CH3:2])([CH3:3])([CH3:4])[O:5][C:6]([NH:7][CH:8]1[CH2:9][CH2:10][CH:11]([OH:14])[CH2:12][CH2:13]1)=[O:15].[CH3:22][S:23](=[O:24])(=[O:25])[Cl:26].[Cl:27][CH2:28][Cl:29].[cH:16]1[cH:17][cH:18][n:19][cH:20][cH:21]1>>[C:1]([CH3:2])([CH3:3])([CH3:4])[O:5][C:6]([NH:7][CH:8]1[CH2:9][CH2:10][CH:11]([O:14][S:23]([CH3:22])(=[O:24])=[O:25])[CH2:12][CH2:13]1)=[O:15]. Product: CC(C)(C)OC(=O)NC1CCC(OS(C)(=O)=O)CC1. Reactants: BrC1=CC=C(C=C1)C(C(=O)NCC(C)C)(C)C (2-(4-bromophenyl)-N-isobutyl-2-methylpropanamide), C1(=CC(=CC=C1)B(O)O)C (m-tolylboronic acid). Product: C(C(C)C)NC(C(C)(C1=CC=C(C=C1)C1=CC(=CC=C1)C)C)=O (N-isobutyl-2-methyl-2-(3′-methylbiphenyl-4-yl)propanamide). Isolated yield 60.0%. As a reaction SMILES: Br[C:2]1[CH:7]=[CH:6][C:5]([C:8]([CH3:17])([CH3:16])[C:9]([NH:11][CH2:12][CH:13]([CH3:15])[CH3:14])=[O:10])=[CH:4][CH:3]=1.[C:18]1([CH3:27])[CH:23]=[CH:22][CH:21]=[C:20](B(O)O)[CH:19]=1>>[CH2:12]([NH:11][C:9](=[O:10])[C:8]([CH3:17])([C:5]1[CH:6]=[CH:7][C:2]([C:20]2[CH:21]=[CH:22][CH:23]=[C:18]([CH3:27])[CH:19]=2)=[CH:3][CH:4]=1)[CH3:16])[CH:13]([CH3:15])[CH3:14]. Procedure: Prepared in a similar manner to Example 8 from 2-(4-Bromophenyl)-N-isobutyl-2-methylpropanamide (Example 1a) and m-tolylboronic acid. Yield: 60%. 1H NMR (400 MHz, CDCl3): δ 0.8 (d, 6H), 1.65 (s, 6H), 1.67-1.70 (m,1H), 2.3 (s, 3H), 3(t, 2H), 7.18 (d, 1H), 7.34 (t, 1H), 7.42 (m, 4H), 7.6 (dd, 2H). MS (M+H, 310). Reported procedure: A solution of benzyl 3-(4,4-dimethoxybutanoyl)azetidine-1-carboxylate (1.91 g, 5.94 mmol) in CH2Cl2 (30 mL) was treated with Pert-butylcarbazate (824 mg, 6.24 mmol) followed by para-toluensulfonic acid monohydrate (170 mg, 0.89 mmol). The reaction was stirred at rt for 16 h. The mixture was washed with H2O (25 mL), saturated aqueous NaHCO3 (25 mL), and brine. The organic phase was dried (Na2SO4), filtered and concentrated to afford 2.47 (95%) of the desired product. ES-MS m/z 458.47 [M+Na]+, HPL... As a reaction SMILES: [CH3:1][O:2][CH:3]([O:22][CH3:23])[CH2:4][CH2:5][C:6]([CH:8]1[CH2:11][N:10]([C:12]([O:14][CH2:15][C:16]2[CH:21]=[CH:20][CH:19]=[CH:18][CH:17]=2)=[O:13])[CH2:9]1)=O.C([O:28][C:29](=[O:32])[NH:30][NH2:31])CCC.O.[C:34]1([CH3:44])[CH:39]=CC(S(O)(=O)=O)=C[CH:35]=1>C(Cl)Cl>[C:34]([O:32][C:29]([NH:30]/[N:31]=[C:6](/[CH:8]1[CH2:11][N:10]([C:12]([O:14][CH2:15][C:16]2[CH:21]=[CH:20][CH:19]=[CH:18][CH:17]=2)=[O:13])[CH2:9]1)\[CH2:5][CH2:4][CH:3]([O:22][CH3:23])[O:2][CH3:1])=[O:28])([CH3:44])([CH3:39])[CH3:35] |f:2.3|. Run at time 16 hour. Starting materials: COC(CCC(=O)C1CN(C1)C(=O)OCC1=CC=CC=C1)OC (benzyl 3-(4,4-dimethoxybutanoyl)azetidine-1-carboxylate), C(CCC)OC(NN)=O (butylcarbazate), O.C1(=CC=C(C=C1)S(=O)(=O)O)C (para-toluensulfonic acid monohydrate). Solvent: C(Cl)Cl (CH2Cl2). The yield is 95.0%. The product is 2.47, C(C)(C)(C)OC(=O)N/N=C(\CCC(OC)OC)/C1CN(C1)C(=O)OCC1=CC=CC=C1 (benzyl 3-[(1E)-N-(tert-butoxycarbonyl)-4,4-dimethoxybutane-hydrazonoyl]azetidine-1-carboxylate). Starting materials: CC(CC(C)(C)C)(C)C1=CC=C(OC[C@@H]2CN=C(O2)N)C=C1 ((S)-5-(4-(1,1,3,3-tetramethyl-butyl) -phenoxymethyl)-4,5-dihydro-oxazol-2-ylamine), C(C)OC(C#CCC)=O (pent-2-ynoic acid ethyl ester). Solvent: C(Cl)(Cl)Cl (CHCl3). The product is C(C)C1=CC(N=C2N1C[C@H](O2)COC2=CC=C(C=C2)C(CC(C)(C)C)(C)C)=O ((S)-5-Ethyl-2-[4-(1,1,3,3-tetramethyl-butyl)-phenoxymethyl]-2,3-dihydro-oxazolo[3,2-a]pyrimidin-7-one). Reaction SMILES: [CH3:1][C:2]([C:9]1[CH:22]=[CH:21][C:12]([O:13][CH2:14][C@H:15]2[O:19][C:18]([NH2:20])=[N:17][CH2:16]2)=[CH:11][CH:10]=1)([CH3:8])[CH2:3][C:4]([CH3:7])([CH3:6])[CH3:5].C([O:25][C:26](=O)[C:27]#[C:28][CH2:29][CH3:30])C>C(Cl)(Cl)Cl>[CH2:29]([C:28]1[N:17]2[CH2:16][C@@H:15]([CH2:14][O:13][C:12]3[CH:21]=[CH:22][C:9]([C:2]([CH3:1])([CH3:8])[CH2:3][C:4]([CH3:5])([CH3:6])[CH3:7])=[CH:10][CH:11]=3)[O:19][C:18]2=[N:20][C:26](=[O:25])[CH:27]=1)[CH3:30]. Reported procedure: The title compound was prepared from (S)-5-(4-(1,1,3,3-tetramethyl-butyl) -phenoxymethyl)-4,5-dihydro-oxazol-2-ylamine (see Example 27) and pent-2-ynoic acid ethyl ester employing the procedure described in Example 95. [α]D25 −21.00 (c 0.5, CHCl3). The reactants are ClC1=C(C(=O)OCC)C=CC(=C1)C (ethyl 2-chloro-4-methylbenzoate), BrN1C(CCC1=O)=O (N-bromosuccinimide), C(C1=CC=CC=C1)(=O)OOC(C1=CC=CC=C1)=O (benzoyl peroxide). Solvent: C(Cl)(Cl)(Cl)Cl (carbon tetrachloride). The product is BrCC1=CC(=C(C(=O)OCC)C=C1)Cl (ethyl 4-(bromomethyl)-2-chlorobenzoate). As a reaction SMILES: [Cl:1][C:2]1[CH:12]=[C:11]([CH3:13])[CH:10]=[CH:9][C:3]=1[C:4]([O:6][CH2:7][CH3:8])=[O:5].[Br:14]N1C(=O)CCC1=O.C(OOC(=O)C1C=CC=CC=1)(=O)C1C=CC=CC=1>C(Cl)(Cl)(Cl)Cl>[Br:14][CH2:13][C:11]1[CH:10]=[CH:9][C:3]([C:4]([O:6][CH2:7][CH3:8])=[O:5])=[C:2]([Cl:1])[CH:12]=1. Procedure: A mixture of ethyl 2-chloro-4-methylbenzoate (2.34 g, 0.0118 mol), N-bromosuccinimide (2.05 g, 0.0115 mol), and benzoyl peroxide (0.5 g) in carbon tetrachloride (50 ml) was heated under reflux for 90 minutes. The resulting solution was filtered and the solvent was evaporated off under reduced pressure to yield ethyl 4-(bromomethyl)-2-chlorobenzoate as a yellow crystalline solid having the following structural characteristics: Starting materials: FC=1C=C(C=CC1F)[C@@H]1NC(OC1)=O ((4S)-4-(3,4-difluorophenyl)-1,3-oxazolidin-2-one), BrCCCCCCl (1-bromo-5-chloropentane). Product: ClCCCCCN1C(OC[C@@H]1C1=CC(=C(C=C1)F)F)=O ((4S)-3-(5-CHLOROPENTYL)-4-(3,4-DIFLUOROPHENYL)-1,3-OXAZOLIDIN-2-ONE). As a reaction SMILES: [F:1][C:2]1[CH:3]=[C:4]([C@H:9]2[CH2:13][O:12][C:11](=[O:14])[NH:10]2)[CH:5]=[CH:6][C:7]=1[F:8].Br[CH2:16][CH2:17][CH2:18][CH2:19][CH2:20][Cl:21]>>[Cl:21][CH2:20][CH2:19][CH2:18][CH2:17][CH2:16][N:10]1[C@@H:9]([C:4]2[CH:5]=[CH:6][C:7]([F:8])=[C:2]([F:1])[CH:3]=2)[CH2:13][O:12][C:11]1=[O:14]. Procedure: Prepared by Procedure G and Scheme C1 using (4S)-4-(3,4-difluorophenyl)-1,3-oxazolidin-2-one and 1-bromo-5-chloropentane. Starting materials: COC1=CC=C(C=C1)C=1NC2=C(N1)C=CC(=C2)N (2-(4-methoxyphenyl)-5-aminobenzimidazole), C(C1=CC=C(C(=O)O)C=C1)(=O)O (terephthalic acid). Yields the product COC1=CC=C(C=C1)C1=NC2=C(N1)C=CC(=C2)NC(C2=CC=C(C(=O)NC1=CC3=C(NC(=N3)C3=CC=C(C=C3)OC)C=C1)C=C2)=O (N1,N4-bis(2-(4-methoxyphenyl)-1H-benzo[d]imidazol-5-yl)terephthalamide). Reaction SMILES: [CH3:1][O:2][C:3]1[CH:8]=[CH:7][C:6]([C:9]2[NH:10][C:11]3[CH:17]=[C:16]([NH2:18])[CH:15]=[CH:14][C:12]=3[N:13]=2)=[CH:5][CH:4]=1.[C:19]([OH:30])(=O)[C:20]1[CH:28]=[CH:27][C:23]([C:24]([OH:26])=O)=[CH:22][CH:21]=1>>[CH3:1][O:2][C:3]1[CH:4]=[CH:5][C:6]([C:9]2[NH:13][C:12]3[CH:14]=[CH:15][C:16]([NH:18][C:24](=[O:26])[C:23]4[CH:22]=[CH:21][C:20]([C:19]([NH:18][C:16]5[CH:15]=[CH:14][C:12]6[NH:13][C:9]([C:6]7[CH:5]=[CH:4][C:3]([O:2][CH3:1])=[CH:8][CH:7]=7)=[N:10][C:11]=6[CH:17]=5)=[O:30])=[CH:28][CH:27]=4)=[CH:17][C:11]=3[N:10]=2)=[CH:7][CH:8]=1. Reported procedure: Compound 274 was prepared according to the procedure similar to that described in Scheme V from 2-(4-methoxyphenyl)-5-aminobenzimidazole and terephthalic acid. [M+H]+ calcd for C36H28N6O4: 609.22; found: 608.99. Reported procedure: 320 Parts of a 50% sodium hydroxide solution was added dropwise to 345 parts of 2-methylpseudourea hydrogen sulfate in a mixture of 3500 parts of water and 4000 parts of dichloromethane which mixture was maintained at approximately 5°C. by a cooling bath. 307 Parts of p-chlorophenyl isocyanate was added to the resulting mixture and the cooling bath was removed. The reaction mas was stirred vigorously for 6 hours at room temperature. The dichloromethane layer was separated, dried over anhydrous s... Reaction SMILES: [OH-].[Na+].S(O)(O)(=O)=O.[CH3:8][O:9][C:10](=[NH:12])[NH2:11].O.[Cl:14][C:15]1[CH:20]=[CH:19][C:18]([N:21]=[C:22]=[O:23])=[CH:17][CH:16]=1>ClCCl>[Cl:14][C:15]1[CH:20]=[CH:19][C:18]([NH:21][C:22](=[O:23])[NH:12][C:10](=[NH:11])[O:9][CH3:8])=[CH:17][CH:16]=1 |f:0.1,2.3|. The solvent is ClCCl (dichloromethane). Product: 400, ClC1=CC=C(C=C1)NC(NC(OC)=N)=O (methyl 4-(4-chlorophenyl)allophanimidate). Run at temperature 5 celsius, time 6 hour. The reactants are ClC1=CC=C(C=C1)N=C=O (p-chlorophenyl isocyanate), [OH-].[Na+] (sodium hydroxide), S(=O)(=O)(O)O.COC(N)=N (2-methylpseudourea hydrogen sulfate), O (water). The reactants are Cc1ccc(Cn2c(CO)cc3cc(-c4cccc(C)c4)ccc32)cc1, CC(=O)Cl. Yields the product CC(=O)OCc1cc2cc(-c3cccc(C)c3)ccc2n1Cc1ccc(C)cc1. RXN SMILES: [CH3:1][c:2]1[cH:3][cH:4][c:5]([CH2:6][n:7]2[c:8]([CH2:23][OH:24])[cH:9][c:10]3[cH:11][c:12](-[c:16]4[cH:17][c:18]([CH3:22])[cH:19][cH:20][cH:21]4)[cH:13][cH:14][c:15]23)[cH:25][cH:26]1.[CH3:27][C:28]([Cl:29])=[O:30]>>[CH3:1][c:2]1[cH:3][cH:4][c:5]([CH2:6][n:7]2[c:8]([CH2:23][O:24][C:28]([CH3:27])=[O:30])[cH:9][c:10]3[cH:11][c:12](-[c:16]4[cH:17][c:18]([CH3:22])[cH:19][cH:20][cH:21]4)[cH:13][cH:14][c:15]23)[cH:25][cH:26]1. Reactants: CSC1=CN=CC2=CC=CC(=C12)NC1CCN(CC1)C(=O)OC(C)(C)C (4-(4-methylthio-5-isoquinolyl)amino-1-(tert-butoxycarbonyl)piperidine), C(C)(=O)O (acetic acid), OO (hydrogen peroxide). Run in C(C)(=O)OCC (ethyl acetate). Reaction conditions: time 17 hour. Product: CS(=O)C1=CN=CC2=CC=CC(=C12)NC1CCN(CC1)C(=O)OC(C)(C)C (4-(4-methanesulfinyl-5-isoquinolyl)amino-1-(tert-butoxycarbonyl)piperidine). Reaction SMILES: [CH3:1][S:2][C:3]1[C:12]2[C:7](=[CH:8][CH:9]=[CH:10][C:11]=2[NH:13][CH:14]2[CH2:19][CH2:18][N:17]([C:20]([O:22][C:23]([CH3:26])([CH3:25])[CH3:24])=[O:21])[CH2:16][CH2:15]2)[CH:6]=[N:5][CH:4]=1.C(O)(=[O:29])C.OO>C(OCC)(=O)C>[CH3:1][S:2]([C:3]1[C:12]2[C:7](=[CH:8][CH:9]=[CH:10][C:11]=2[NH:13][CH:14]2[CH2:15][CH2:16][N:17]([C:20]([O:22][C:23]([CH3:26])([CH3:25])[CH3:24])=[O:21])[CH2:18][CH2:19]2)[CH:6]=[N:5][CH:4]=1)=[O:29]. Procedure: Intermediate 74 (746 mg) obtained in Example 105, Step B was added with acetic acid (1.5 ml) and 30% aqueous hydrogen peroxide (2 ml) and stirred at room temperature for 17 hours. The reaction mixture was added with ethyl acetate (50 ml) and washed three times with saturated aqueous sodium hydrogencarbonate (25 ml for each time), and the organic layer was dried over anhydrous sodium sulfate. The solvent was evaporated under reduced pressure, and the residue was purified by silica gel column chro...